The task is: describe an organic reaction: reactants, conditions, products, and yield. This data is from the Open Reaction Database (ORD), a public repository of structured organic reaction records. Starting materials: [Na+].C(CCCCCCCCCCC)C1=C(C=CC=C1)S(=O)(=O)[O-] (dodecylbenzenesulfonic acid sodium salt), pre-polymer, Na2S2O7, C(C=C)(=O)O (acrylic acid). Solvent: O (water). Conditions: temperature 135 celsius, time 5 minute. Yields the product C=CC1=CC=CC=C1.C(C=C)(=O)OCCCC (styrene butyl acrylate). As a reaction SMILES: [Na+].[CH2:2]([C:14]1[CH:19]=[CH:18][CH:17]=[CH:16][C:15]=1S([O-])(=O)=O)[CH2:3][CH2:4]CCCCCCCCC.[C:24]([OH:28])(=[O:27])[CH:25]=[CH2:26]>O>[CH2:3]=[CH:2][C:14]1[CH:19]=[CH:18][CH:17]=[CH:16][CH:15]=1.[C:24]([O:28][CH2:14][CH2:2][CH2:3][CH3:4])(=[O:27])[CH:25]=[CH2:26] |f:0.1,4.5|. Procedure: An aqueous solution was prepared that contained dodecylbenzenesulfonic acid sodium salt (“SDBS”) (6 g), Na2S2O7 (1.42 g, 0.0059 mol), HOTEMPO (1.85 g, 0.0107 mol), acrylic acid (9 ml) and de-ionized water (1.2 L). To this was added 300 mL of the pre-polymer (prepared according to Example 1) and stirred for about 5 minutes. The mixture was then piston homogenized for one pass at about 700 BAR. The mini-emulsion was transferred to the 2 L PARR reactor and then deoxygenated by 10 pressurization/dep... The reactants are C1(=CC=CC=C1)C(CC(CC)=O)=O ((phenyl)-1,3-pentanedione), COC1=CC=C(C=C1)C(C)=O (4′-methoxyacetophenone). Solvent: CCOC(=O)C (EtOAc). Yields the product COC1=CC=C(C=C1)C(CC(C)=O)=O (1-(4-methoxyphenyl)-1,3-butanedione). As a reaction SMILES: [C:1]1([C:7](=[O:13])[CH2:8][C:9](=[O:12])[CH2:10]C)[CH:6]=[CH:5][CH:4]=[CH:3][CH:2]=1.[CH3:14][O:15]C1C=CC(C(=O)C)=CC=1>CCOC(C)=O>[CH3:14][O:15][C:4]1[CH:3]=[CH:2][C:1]([C:7](=[O:13])[CH2:8][C:9](=[O:12])[CH3:10])=[CH:6][CH:5]=1. Procedure details: The title compound was prepared (as described above for Intermediate 16) from 3.0 g of 4′-methoxyacetophenone and 3.95 mL of EtOAc. Purification by recrystallization from toluene/hexane afforded the title compound: 1H NMR (400 MHz, CDCl3, enol form) δ7.70 (d, 2H, J=8.20), 7.34 (d, 2H, J=8.20), 6.17 (s, 1H), 3.87 (s, 3H), 2.17 (s, 3H); low resolution MS (ES)m/e 193.1 (MH+) The reactants are O=C(NC1CCC2(CC1C(=O)O)OCCO2)c1ccccc1, CC#N, Cl. The product is O=C1CCC(NC(=O)c2ccccc2)C(C(=O)O)C1. As a reaction SMILES: [C:1]([c:2]1[cH:3][cH:4][cH:5][cH:6][cH:7]1)(=[O:8])[NH:9][CH:10]1[CH:11]([C:20](=[O:21])[OH:22])[CH2:12][C:13]2([O:14][CH2:17][CH2:16][O:15]2)[CH2:18][CH2:19]1.[CH3:24][C:25]#[N:26].[ClH:23]>>[C:1]([c:2]1[cH:3][cH:4][cH:5][cH:6][cH:7]1)(=[O:8])[NH:9][CH:10]1[CH:11]([C:20](=[O:21])[OH:22])[CH2:12][C:13](=[O:14])[CH2:18][CH2:19]1. Reactants: [Cl-].[NH4+] (ammonium chloride), C[O-].[Na+] (sodium methoxide), C(C)(=O)N1N=CC2=C(C(=CC=C12)O[C@H]1CC[C@H](CC1)N1C(CCC1=O)=O)C (cis-1-{4-[(1-acetyl-4-methyl-1H-indazol-5-yl)oxy]cyclohexyl}pyrrolidine-2,5-dione), [OH-].[Na+] (sodium hydroxide), [H-].[Al+3].[Li+].[H-].[H-].[H-] (lithium aluminum hydride). Run in O (water), CO (methanol), O1CCCC1 (tetrahydrofuran), O (water), O (water), O1CCCC1 (tetrahydrofuran). Conditions: time 10 minute. Product: CC1=C2C=NNC2=CC=C1O[C@@H]1CC[C@@H](CC1)N1CCCC1 (cis-4-methyl-5-[(4-pyrrolidin-1-ylcyclohexyl)oxy]-1H-indazole). The yield is 64.0%. Reaction SMILES: C[O-].[Na+].C([N:7]1[C:15]2[C:10](=[C:11]([CH3:30])[C:12]([O:16][C@@H:17]3[CH2:22][CH2:21][C@H:20]([N:23]4[C:27](=O)[CH2:26][CH2:25][C:24]4=O)[CH2:19][CH2:18]3)=[CH:13][CH:14]=2)[CH:9]=[N:8]1)(=O)C.[Cl-].[NH4+].[H-].[Al+3].[Li+].[H-].[H-].[H-].[OH-].[Na+]>CO.O1CCCC1.O>[CH3:30][C:11]1[C:12]([O:16][C@H:17]2[CH2:18][CH2:19][C@@H:20]([N:23]3[CH2:27][CH2:26][CH2:25][CH2:24]3)[CH2:21][CH2:22]2)=[CH:13][CH:14]=[C:15]2[C:10]=1[CH:9]=[N:8][NH:7]2 |f:0.1,3.4,5.6.7.8.9.10,11.12|. Procedure details: Under a nitrogen atmosphere, 28%-sodium methoxide (64 μl, 0.311 mmol) was added at 0° C. to a suspension of cis-1-{4-[(1-acetyl-4-methyl-1H-indazol-5-yl)oxy]cyclohexyl}pyrrolidine-2,5-dione (500 mg, 0.311 mmol) in a mixture of methanol (3 ml) and tetrahydrofuran (3 ml). After 10 minutes, a saturated aqueous ammonium chloride solution was added to the reaction solution and the resulting mixture was poured into water and extracted with ethyl acetate. The extract solution was concentrated under red... Starting materials: CS(C)=O, CCOC(C)=O, CCN(C(C)C)C(C)C, CC(C)(C)OC(=O)N1CCCC(N)C1, CS(=O)(=O)c1nc(N)c(C#N)s1, O. The product is CC(C)(C)OC(=O)N1CCCC(Nc2nc(N)c(C#N)s2)C1. Reaction SMILES: [CH3:36][S:37]([CH3:38])=[O:39].[CH3:40][CH2:41][O:42][C:43](=[O:44])[CH3:45].[CH:27]([N:28]([CH2:29][CH3:30])[CH:31]([CH3:32])[CH3:33])([CH3:34])[CH3:35].[NH2:13][CH:14]1[CH2:15][N:16]([C:20](=[O:21])[O:22][C:23]([CH3:24])([CH3:25])[CH3:26])[CH2:17][CH2:18][CH2:19]1.[NH2:1][c:2]1[n:3][c:4]([S:9]([CH3:10])(=[O:11])=[O:12])[s:5][c:6]1[C:7]#[N:8].[OH2:46]>>[NH2:1][c:2]1[n:3][c:4]([NH:13][CH:14]2[CH2:15][N:16]([C:20](=[O:21])[O:22][C:23]([CH3:24])([CH3:25])[CH3:26])[CH2:17][CH2:18][CH2:19]2)[s:5][c:6]1[C:7]#[N:8]. The reactants are CN(C)c1ccncc1, Clc1ccccc1Cl, COc1cc2nccc(Cl)c2cc1OC, Oc1ccc(F)nc1, O. The product is COc1cc2nccc(Oc3ccc(F)nc3)c2cc1OC. Reaction SMILES: [CH3:25][N:26]([CH3:27])[c:28]1[cH:29][cH:30][n:31][cH:32][cH:33]1.[Cl:34][c:35]1[cH:36][cH:37][cH:38][cH:39][c:40]1[Cl:41].[Cl:9][c:10]1[cH:11][cH:12][n:13][c:14]2[cH:15][c:16]([O:22][CH3:23])[c:17]([O:20][CH3:21])[cH:18][c:19]12.[F:1][c:2]1[cH:3][cH:4][c:5]([OH:8])[cH:6][n:7]1.[OH2:24]>>[F:1][c:2]1[cH:3][cH:4][c:5]([O:8][c:10]2[cH:11][cH:12][n:13][c:14]3[cH:15][c:16]([O:22][CH3:23])[c:17]([O:20][CH3:21])[cH:18][c:19]23)[cH:6][n:7]1. The reactants are C(C1=CC=CC=C1)N1NC(N(C1=O)C=1C=NN(C1)CC=1C(=NOC1C)C)=O (1-benzyl-4-(1-((3,5-dimethylisoxazol-4-yl)methyl)-1H-pyrazol-4-yl)-1,2,4-triazolidine-3,5-dione), COCCBr (2-bromoethyl methyl ether). Product: C(C1=CC=CC=C1)N1N(C(N(C1=O)C=1C=NN(C1)CC=1C(=NOC1C)C)=O)CCOC (1-benzyl-4-(1-((3,5-dimethylisoxazol-4-yl)methyl)-1H-pyrazol-4-yl)-2-(2-methoxyethyl)-1,2,4-triazolidine-3,5-dione). The yield is 20.0%. Reaction SMILES: [CH2:1]([N:8]1[C:12](=[O:13])[N:11]([C:14]2[CH:15]=[N:16][N:17]([CH2:19][C:20]3[C:21]([CH3:26])=[N:22][O:23][C:24]=3[CH3:25])[CH:18]=2)[C:10](=[O:27])[NH:9]1)[C:2]1[CH:7]=[CH:6][CH:5]=[CH:4][CH:3]=1.[CH3:28][O:29][CH2:30][CH2:31]Br>>[CH2:1]([N:8]1[C:12](=[O:13])[N:11]([C:14]2[CH:15]=[N:16][N:17]([CH2:19][C:20]3[C:21]([CH3:26])=[N:22][O:23][C:24]=3[CH3:25])[CH:18]=2)[C:10](=[O:27])[N:9]1[CH2:31][CH2:30][O:29][CH3:28])[C:2]1[CH:3]=[CH:4][CH:5]=[CH:6][CH:7]=1. Procedure details: Prepared as in example 10-91 from 1-benzyl-4-(1-((3,5-dimethylisoxazol-4-yl)methyl)-1H-pyrazol-4-yl)-1,2,4-triazolidine-3,5-dione (example 10-91a) and 2-bromoethyl methyl ether. Yield: 20%. MS M+H calculated 425.19; found 425.2. The title compound was shown to inhibit hT2R08 bitter receptor and had an IC50 of 0.06 μM. Reactants: CCO, COc1ccc(N2CCN(c3c(C)c(C)c4c(c3C)C(O)(c3ccc(-c5ccccc5)cc3)C(C)(C)O4)CC2)cc1. Product: COc1ccc(N2CCN(c3c(C)c(C)c4c(c3C)C(c3ccc(-c5ccccc5)cc3)C(C)(C)O4)CC2)cc1. RXN SMILES: [CH3:42][CH2:43][OH:44].[OH:1][C:2]1([c:30]2[cH:31][cH:32][c:33](-[c:36]3[cH:37][cH:38][cH:39][cH:40][cH:41]3)[cH:34][cH:35]2)[C:3]([CH3:28])([CH3:29])[O:4][c:5]2[c:6]1[c:7]([CH3:27])[c:8]([N:13]1[CH2:14][CH2:15][N:16]([c:19]3[cH:20][cH:21][c:22]([O:25][CH3:26])[cH:23][cH:24]3)[CH2:17][CH2:18]1)[c:9]([CH3:12])[c:10]2[CH3:11]>>[CH:2]1([c:30]2[cH:31][cH:32][c:33](-[c:36]3[cH:37][cH:38][cH:39][cH:40][cH:41]3)[cH:34][cH:35]2)[C:3]([CH3:28])([CH3:29])[O:4][c:5]2[c:6]1[c:7]([CH3:27])[c:8]([N:13]1[CH2:14][CH2:15][N:16]([c:19]3[cH:20][cH:21][c:22]([O:25][CH3:26])[cH:23][cH:24]3)[CH2:17][CH2:18]1)[c:9]([CH3:12])[c:10]2[CH3:11].